describe an organic reaction: reactants, conditions, products, and yield From a dataset of the Open Reaction Database (ORD), a public repository of structured organic reaction records. Reactants: CC1N(CCCC1)C1=C(C=C(C(=O)O)C=C1)NS(=O)(=O)C (4-(2-methylpiperidin-1-yl)-3-[(methylsulfonyl)amino]benzoic acid), NC(C1=CC(=C(C(=O)OC)C=C1)Cl)=NO (methyl 4-[amino(hydroxyimino)methyl]-2-chlorobenzoate), Cl.C(C)N=C=NCCCN(C)C (1-ethyl-3-(3-dimethylaminopropyl)carbodiimide hydrochloride), CCN(C(C)C)C(C)C (DIEA). Solvent: CC#N (CH3CN), C1CCOC1 (THF). The product is ClC1=C(C(=O)OC)C=CC(=C1)C1=NOC(=N1)C1=CC(=C(C=C1)N1C(CCCC1)C)NS(=O)(=O)C (methyl 2-chloro-4-(5-{4-(2-methylpiperidin-1-yl)-3-[(methylsulfonyl)amino]phenyl}-1,2,4-oxadiazol-3-yl)benzoate). Reaction SMILES: [CH3:1][CH:2]1[CH2:7][CH2:6][CH2:5][CH2:4][N:3]1[C:8]1[CH:16]=[CH:15][C:11]([C:12]([OH:14])=O)=[CH:10][C:9]=1[NH:17][S:18]([CH3:21])(=[O:20])=[O:19].[NH2:22][C:23](=[N:35]O)[C:24]1[CH:33]=[CH:32][C:27]([C:28]([O:30][CH3:31])=[O:29])=[C:26]([Cl:34])[CH:25]=1.Cl.C(N=C=NCCCN(C)C)C.CCN(C(C)C)C(C)C>CC#N.C1COCC1>[Cl:34][C:26]1[CH:25]=[C:24]([C:23]2[N:22]=[C:12]([C:11]3[CH:15]=[CH:16][C:8]([N:3]4[CH2:4][CH2:5][CH2:6][CH2:7][CH:2]4[CH3:1])=[C:9]([NH:17][S:18]([CH3:21])(=[O:20])=[O:19])[CH:10]=3)[O:14][N:35]=2)[CH:33]=[CH:32][C:27]=1[C:28]([O:30][CH3:31])=[O:29] |f:2.3|. Procedure details: In a 2-5 microwave vial, placed in a dry-ice acetone bath, was added THF (2 mL) and CH3CN (2 mL) to a mixture of Intermediate 25 (156.19 mg; 0.50 mmol), Intermediate 34 (114.32 mg; 0.50 mmol) and 1-ethyl-3-(3-dimethylaminopropyl)carbodiimide hydrochloride (115.02 mg; 0.60 mmol). The reaction mixture was allowed to warm to RT for half a hour then DIEA (204.07 μL; 1.20 mmol) was added and the mixture was heated by microwave irradiation at 150° C. for 30 min. The reaction mixture was filtered throu... Reactants: COC=1C=C2C(C(NC2=CC1OC)=O)=CO (5,6-dimethoxy-3-hydroxymethylene oxindole), O1C(CCCC1)C(=O)N1CCNCC1 (1-(tetrahydropyran-2-carbonyl)piperazine), C(C)(=O)O (acetic acid). The solvent is C1=CC=CC=C1 (benzene). Yields the product COC=1C=C2C(C(NC2=CC1OC)=O)=CN1CCN(CC1)C(=O)C1OCCCC1 (5,6-Dimethoxy-3[4(tetrahydropyran-2-carbonyl)piperazinyl]methylene oxindole). RXN SMILES: [CH3:1][O:2][C:3]1[CH:4]=[C:5]2[C:9](=[CH:10][C:11]=1[O:12][CH3:13])[NH:8][C:7](=[O:14])[C:6]2=[CH:15]O.[O:17]1[CH2:22][CH2:21][CH2:20][CH2:19][CH:18]1[C:23]([N:25]1[CH2:30][CH2:29][NH:28][CH2:27][CH2:26]1)=[O:24].C(O)(=O)C>C1C=CC=CC=1>[CH3:1][O:2][C:3]1[CH:4]=[C:5]2[C:9](=[CH:10][C:11]=1[O:12][CH3:13])[NH:8][C:7](=[O:14])[C:6]2=[CH:15][N:28]1[CH2:29][CH2:30][N:25]([C:23]([CH:18]2[CH2:19][CH2:20][CH2:21][CH2:22][O:17]2)=[O:24])[CH2:26][CH2:27]1. Procedure: 5.00 g. of 5,6-dimethoxy-3-hydroxymethylene oxindole, 5,6 g. 1-(tetrahydropyran-2-carbonyl)piperazine and 2.1 g. acetic acid in 60 ml. benzene was reacted as described in Example 5 to give 6.18 g. of product, m.p. 208°-210° C. Starting materials: C1CCOC1, COC(=O)C1CCCCN1C(=O)c1nccc2ccccc12, [Li+], [OH-], O. Product: O=C(O)C1CCCCN1C(=O)c1nccc2ccccc12. As a reaction SMILES: [CH2:26]1[O:27][CH2:28][CH2:29][CH2:30]1.[CH3:1][O:2][C:3](=[O:4])[CH:5]1[N:6]([C:11](=[O:12])[c:13]2[n:14][cH:15][cH:16][c:17]3[cH:18][cH:19][cH:20][cH:21][c:22]23)[CH2:7][CH2:8][CH2:9][CH2:10]1.[Li+:24].[OH-:25].[OH2:23]>>[O:2]=[C:3]([OH:4])[CH:5]1[N:6]([C:11](=[O:12])[c:13]2[n:14][cH:15][cH:16][c:17]3[cH:18][cH:19][cH:20][cH:21][c:22]23)[CH2:7][CH2:8][CH2:9][CH2:10]1. Starting materials: C(CCCCCCC)S (1-octanethiol), C1=CC=CC=C1 (benzene), N1=CC=CC=C1 (pyridine), C(=O)(Cl)Cl (phosgene). Conditions: time 21 hour. Yields the product C(CCCCCCC)C(=S)Cl (n-Octylthiocarbonyl chloride). Reaction SMILES: C([SH:9])CCCCCCC.N1[CH:15]=[CH:14][CH:13]=[CH:12][CH:11]=1.[C:16]([Cl:19])(Cl)=O.[CH:20]1[CH:25]=CC=C[CH:21]=1>>[CH2:11]([C:16]([Cl:19])=[S:9])[CH2:12][CH2:13][CH2:14][CH2:15][CH2:21][CH2:20][CH3:25]. Procedure details: 180 G. (1.23 moles) of 1-octanethiol and 97.2 g. (1.23 moles) of pyridine are added dropwise over one hour to 2000 g. of 12.5% phosgene in benzene maintaining the temperature at from 10° to 12° C with an ice water bath. The reaction mixture is allowed to warm to room temperature and stirred for 21 hours. The reaction mixture is filtered, washed with anhydrous benzene, concentrated to a small volume, filtered and concentrated again to an oil which infrared spectroscopy indicates is pure n-octylth... The reactants are C(C)(C)(C)OC(NC1=C(C=C(C(=C1)N(C)C1CC1)C(F)(F)F)N)=O ([2-amino-5-(cyclopropyl-methyl-amino)-4-trifluoromethyl-phenyl]-carbamic acid tert-butyl ester), C(C)(C)(C)OC(CC(C1=CC(=CC=C1)C=1C=NC=CC1)=O)=O (3-oxo-3-(3-pyridin-3-yl-phenyl)-propionic acid tert-butyl ester). The product is C(C)(C)(C)OC(NC1=C(C=C(C(=C1)N(C)C1CC1)C(F)(F)F)NC(CC(C1=CC(=CC=C1)C=1C=NC=CC1)=O)=O)=O ({5-(Cyclopropyl-methyl-amino)-2-[3-oxo-3-(3-pyridin-3-yl-phenyl)-propionylamino]-4-trifluoromethyl-phenyl}-carbamic acid tert-butyl ester), foam. As a reaction SMILES: [C:1]([O:5][C:6](=[O:24])[NH:7][C:8]1[CH:13]=[C:12]([N:14]([CH:16]2[CH2:18][CH2:17]2)[CH3:15])[C:11]([C:19]([F:22])([F:21])[F:20])=[CH:10][C:9]=1[NH2:23])([CH3:4])([CH3:3])[CH3:2].C([O:29][C:30](=O)[CH2:31][C:32](=[O:45])[C:33]1[CH:38]=[CH:37][CH:36]=[C:35]([C:39]2[CH:40]=[N:41][CH:42]=[CH:43][CH:44]=2)[CH:34]=1)(C)(C)C>>[C:1]([O:5][C:6](=[O:24])[NH:7][C:8]1[CH:13]=[C:12]([N:14]([CH:16]2[CH2:17][CH2:18]2)[CH3:15])[C:11]([C:19]([F:22])([F:21])[F:20])=[CH:10][C:9]=1[NH:23][C:30](=[O:29])[CH2:31][C:32](=[O:45])[C:33]1[CH:38]=[CH:37][CH:36]=[C:35]([C:39]2[CH:40]=[N:41][CH:42]=[CH:43][CH:44]=2)[CH:34]=1)([CH3:4])([CH3:2])[CH3:3]. Procedure: The title compound was prepared from [2-amino-5-(cyclopropyl-methyl-amino)-4-trifluoromethyl-phenyl]-carbamic acid tert-butyl ester (Example J15) (259 mg, 0.75 mmol) and 3-oxo-3-(3-pyridin-3-yl-phenyl)-propionic acid tert-butyl ester (Example K1) (223 mg, 0.75 mmol) according to the general procedure M. Obtained as a yellow foam (393 mg). Starting materials: CON=C(C(C)=O)C1(C)OCCO1, COC(C)(C)C, [Na+], [OH-], O, [NH3+]O, [NH3+]O, O=S(=O)([O-])[O-]. Yields the product CON=C(C(C)=NO)C1(C)OCCO1. As a reaction SMILES: [CH3:13][O:14][N:15]=[C:16]([C:17]([CH3:18])=[O:19])[C:20]1([CH3:25])[O:21][CH2:22][CH2:23][O:24]1.[CH3:26][O:27][C:28]([CH3:29])([CH3:30])[CH3:31].[Na+:2].[OH-:1].[OH2:3].[OH:11][NH3+:12].[OH:9][NH3+:10].[S:4]([O-:5])([O-:6])(=[O:7])=[O:8]>>[OH:1][N:10]=[C:17]([C:16](=[N:15][O:14][CH3:13])[C:20]1([CH3:25])[O:21][CH2:22][CH2:23][O:24]1)[CH3:18]. Starting materials: OC[C@H]1CN(C)[C@@H]2CC3=CNC4=CC=CC(C2=C1)=C34 (lysergol), C[Si](I)(C)C (trimethyliodosilane), N (ammonia), O (water). The solvent is CS(=O)C (dimethylsulfoxide), CS(=O)C (dimethylsulfoxide). Reaction conditions: time 5 minute. Product: IC1=C2C[C@H]3N(C[C@H](CO)C=C3C=3C=CC=C(N1)C32)C (2-iodolysergol). Reaction SMILES: C[Si](C)(C)[I:3].[OH:6][CH2:7][C@@H:8]1[CH:23]=[C:22]2[C@@H:12]([CH2:13][C:14]3[C:24]4[C:17](=[CH:18][CH:19]=[CH:20][C:21]2=4)[NH:16][CH:15]=3)[N:10]([CH3:11])[CH2:9]1.O.N>CS(C)=O>[I:3][C:15]1[NH:16][C:17]2[C:24]3[C:14]=1[CH2:13][C@@H:12]1[C:22]([C:21]=3[CH:20]=[CH:19][CH:18]=2)=[CH:23][C@@H:8]([CH2:7][OH:6])[CH2:9][N:10]1[CH3:11]. Procedure: 2.3 g of trimethyliodosilane are portionwise added to 20 ml of dimethylsulfoxide and the mixture is stirred at room temperature for 5 minutes. Then, a solution of 1 g of lysergol in 15 ml of dimethylsulfoxide is added, the reaction mixture is stirred for 15 minutes, then poured into water and made alkaline by adding aqueous ammonia up to a pH value of 8 to 9. The precipitate is filtered off, wash 3 times with 20 ml of water each and dried to give the title compound in a yield of 1.1 g (0.002913,...